describe an organic reaction: reactants, conditions, products, and yield From a dataset of the Open Reaction Database (ORD), a public repository of structured organic reaction records. The reactants are C1(CC1)C=1C(=NC=C(C(=O)O)C1)OCC(F)(F)F (5-cyclopropyl-6-(2,2,2-trifluoroethoxy)nicotinic acid), Cl.FC1=CC=C(C=C1)N(N)C (1-(4-fluorophenyl)-1-methylhydrazine hydrochloride), CN(C)C(=[N+](C)C)ON1C2=C(C=CC=C2)N=N1.[B-](F)(F)(F)F (TBTU), C(C)(C)N(C(C)C)CC (N,N-diisopropylethylamine). Run in CN(C)C=O (DMF), O1CCCC1 (tetrahydrofuran). Run at time 10 minute. Product: FC1=CC=C(C=C1)N(NC(C1=CN=C(C(=C1)C1CC1)OCC(F)(F)F)=O)C (5-Cyclopropyl-6-(2,2,2-trifluoro-ethoxy)-nicotinic acid N′-(4-fluoro-phenyl)-N′-methyl-hydrazide). As a reaction SMILES: [CH:1]1([C:4]2[C:5]([O:13][CH2:14][C:15]([F:18])([F:17])[F:16])=[N:6][CH:7]=[C:8]([CH:12]=2)[C:9]([OH:11])=O)[CH2:3][CH2:2]1.CN(C(ON1N=NC2C=CC=CC1=2)=[N+](C)C)C.[B-](F)(F)(F)F.C(N(CC)C(C)C)(C)C.Cl.[F:51][C:52]1[CH:57]=[CH:56][C:55]([N:58]([CH3:60])[NH2:59])=[CH:54][CH:53]=1>CN(C=O)C.O1CCCC1>[F:51][C:52]1[CH:57]=[CH:56][C:55]([N:58]([CH3:60])[NH:59][C:9](=[O:11])[C:8]2[CH:12]=[C:4]([CH:1]3[CH2:2][CH2:3]3)[C:5]([O:13][CH2:14][C:15]([F:18])([F:17])[F:16])=[N:6][CH:7]=2)=[CH:54][CH:53]=1 |f:1.2,4.5|. Procedure details: In a 10 mL two-necked flask, the above synthesized 5-cyclopropyl-6-(2,2,2-trifluoroethoxy)nicotinic acid (50 mg, 191 μmol, Eq: 1.00) was combined with tetrahydrofuran (1.00 ml) and DMF (1 ml) to give a colorless solution. TBTU (92.2 mg, 287 μmol, Eq: 1.5) and N,N-diisopropylethylamine (124 mg, 167 μl, 957 μmol, Eq: 5) were added and the reaction mixture was stirred for 10 min at rt; then 1-(4-fluorophenyl)-1-methylhydrazine hydrochloride (40.6 mg, 230 μmol, Eq: 1.2; CAN 1978-54-7) was added and ... The reactants are Clc1ccnc2ccc(Br)cc12, COC1CCNC1, Cl. Yields the product COC1CCN(c2ccnc3ccc(Br)cc23)C1. Reaction SMILES: [Br:1][c:2]1[cH:3][c:4]2[c:5]([Cl:12])[cH:6][cH:7][n:8][c:9]2[cH:10][cH:11]1.[CH3:14][O:15][CH:16]1[CH2:17][NH:18][CH2:19][CH2:20]1.[ClH:13]>>[Br:1][c:2]1[cH:3][c:4]2[c:5]([N:18]3[CH2:17][CH:16]([O:15][CH3:14])[CH2:20][CH2:19]3)[cH:6][cH:7][n:8][c:9]2[cH:10][cH:11]1. The reactants are ClC=1C=C(C=CC1Cl)[N+](=O)[O-] (3,4-dichloronitrobenzene), C1(=CC=CC2=CC=CC=C12)O (α-naphthol), [OH-].[K+] (potassium hydroxide), O (water). Reagents/catalysts: [Cu] (copper). Solvent: C=1(C(=CC=CC1)C)C (xylene). Conditions: temperature 100 celsius, time 2 hour. The product is C1(=CC=CC2=CC=CC=C12)OC1=C(C=C(C=C1)[N+](=O)[O-])Cl (4-(α-naphthoxy)-3-chloro-nitrobenzene). Reaction SMILES: [C:1]1([OH:11])[C:10]2[C:5](=[CH:6][CH:7]=[CH:8][CH:9]=2)[CH:4]=[CH:3][CH:2]=1.[OH-].[K+].O.[Cl:15][C:16]1[CH:17]=[C:18]([N+:23]([O-:25])=[O:24])[CH:19]=[CH:20][C:21]=1Cl>C1(C)C(C)=CC=CC=1.[Cu]>[C:1]1([O:11][C:21]2[CH:20]=[CH:19][C:18]([N+:23]([O-:25])=[O:24])=[CH:17][C:16]=2[Cl:15])[C:10]2[C:5](=[CH:6][CH:7]=[CH:8][CH:9]=2)[CH:4]=[CH:3][CH:2]=1 |f:1.2|. Procedure: To a solution of 144 g (1 mol) of α-naphthol in 1 liter of xylene were added 65 g (1 mol) of finely powdered 88% potassium hydroxide. The mixture thus obtained was boiled under N2 -atmosphere in an apparatus equipped with an effective water trap under constant stirring until no water was separating any more and the head temperature had risen to 137° C. Then, 500 ml of dimethylformamide were added, The solution thus obtained was boiled for a further two hours under nitrogen in the apparatus equip... Reactants: FC(C(=O)O)(F)F (Trifluoroacetic acid), CC=1C=C(C=CC1C)OC (3,4-dimethylanisole), N(=O)[O-].[Na+] (sodium nitrite). The solvent is O (water). Run at time 14 hour. Yields the product CC1=CC(=C(C=C1C)OC)[N+](=O)[O-] (4,5-Dimethyl-2-nitroanisole). Isolated yield 55.0%. RXN SMILES: FC(F)(F)C(O)=O.[CH3:8][C:9]1[CH:10]=[C:11]([O:16][CH3:17])[CH:12]=[CH:13][C:14]=1[CH3:15].[N:18]([O-:20])=[O:19].[Na+]>O>[CH3:15][C:14]1[C:9]([CH3:8])=[CH:10][C:11]([O:16][CH3:17])=[C:12]([N+:18]([O-:20])=[O:19])[CH:13]=1 |f:2.3|. Reported procedure: Trifluoroacetic acid(250 ml) was added into 3,4-dimethylanisole(17.1 g, 0.13 mol), successively sodium nitrite(16.6 g, 0.24 mol) was added slowly in water bath, and stirred at room temperature for 14 hrs. After trifluoroacetic acid was removed and water was added thereto, the resulting mixture was extracted with ether, and purified by column chromatography to obtain the titled compound. The reactants are C(C)(C)(C)C1=CC=C(C=C1)S(=O)(=O)NC1=NC=NC(=C1C1=CC=C(C=C1)C)OCCOC1=NC=C(C=N1)C#C[Si](C)(C)C (4-tert-butyl-N-{6-[2-(5-trimethylsilylethynylpyrimidin-2-yloxy)ethoxy]-5-(4-methylphenyl)pyrimidin-4-yl}benzenesulfonamide), C([O-])([O-])=O.[K+].[K+] (potassium carbonate), CO (methanol). Solvent: [Cl-].[NH4+] (ammonium chloride). Run at temperature 0 celsius, time 2 hour. Yields the product C(C)(C)(C)C1=CC=C(C=C1)S(=O)(=O)NC1=NC=NC(=C1C1=CC=C(C=C1)C)OCCOC1=NC=C(C=N1)C#C (4-tert-butyl-N-{6-[2-(5-ethynylpyrimidin-2-yloxy)ethoxy]-5-(4-methylphenyl)pyrimidin-4-yl}-benzenesulfonamide). The yield is 85.3%. Reaction SMILES: [C:1]([C:5]1[CH:10]=[CH:9][C:8]([S:11]([NH:14][C:15]2[C:20]([C:21]3[CH:26]=[CH:25][C:24]([CH3:27])=[CH:23][CH:22]=3)=[C:19]([O:28][CH2:29][CH2:30][O:31][C:32]3[N:37]=[CH:36][C:35]([C:38]#[C:39][Si](C)(C)C)=[CH:34][N:33]=3)[N:18]=[CH:17][N:16]=2)(=[O:13])=[O:12])=[CH:7][CH:6]=1)([CH3:4])([CH3:3])[CH3:2].C(=O)([O-])[O-].[K+].[K+].CO>[Cl-].[NH4+]>[C:1]([C:5]1[CH:10]=[CH:9][C:8]([S:11]([NH:14][C:15]2[C:20]([C:21]3[CH:26]=[CH:25][C:24]([CH3:27])=[CH:23][CH:22]=3)=[C:19]([O:28][CH2:29][CH2:30][O:31][C:32]3[N:33]=[CH:34][C:35]([C:38]#[CH:39])=[CH:36][N:37]=3)[N:18]=[CH:17][N:16]=2)(=[O:12])=[O:13])=[CH:7][CH:6]=1)([CH3:2])([CH3:4])[CH3:3] |f:1.2.3,5.6|. Reported procedure: A mixture of 4-tert-butyl-N-{6-[2-(5-trimethylsilylethynylpyrimidin-2-yloxy)ethoxy]-5-(4-methylphenyl)pyrimidin-4-yl}benzenesulfonamide (667 mg), potassium carbonate (299 mg) and dry methanol (13 ml) is stirred at 0° C. for two hours, and diluted with saturated aqueous ammonium chloride solution, and extracted with ethyl acetate. The organic layer is washed with water and brine, dried over sodium sulfate, and filtered. The filtrate is concentrated under reduced pressure, and the residue is purif... The reactants are BrCCOC1=C(C(=C(C(=C1OCCC(C)C1=CC=C(C=C1)F)OC)Cl)C)C(C)=O (1-{2-(2-Bromo-ethoxy)-5-chloro-3-[3-(4-fluoro-phenyl)-butoxy]-4-methoxy-6-methyl-phenyl}-ethanone), N1N=CN=C1 (1,2,4-triazole), CsCO3. Yields the product ClC=1C(=C(C(=C(C1OC)OCCC(C)C1=CC=C(C=C1)F)OCCN1N=CN=C1)C(C)=O)C (1-[3-Chloro-5-[3-(4-fluorophenyl)-butoxy]-4-methoxy-2-methyl-6-(2-[1,2,4]-triazol-1-yl-ethoxy)-phenyl]-ethanone). The yield is 72.0%. As a reaction SMILES: Br[CH2:2][CH2:3][O:4][C:5]1[C:10]([O:11][CH2:12][CH2:13][CH:14]([C:16]2[CH:21]=[CH:20][C:19]([F:22])=[CH:18][CH:17]=2)[CH3:15])=[C:9]([O:23][CH3:24])[C:8]([Cl:25])=[C:7]([CH3:26])[C:6]=1[C:27](=[O:29])[CH3:28].[NH:30]1[CH:34]=[N:33][CH:32]=[N:31]1>>[Cl:25][C:8]1[C:7]([CH3:26])=[C:6]([C:27](=[O:29])[CH3:28])[C:5]([O:4][CH2:3][CH2:2][N:30]2[CH:34]=[N:33][CH:32]=[N:31]2)=[C:10]([O:11][CH2:12][CH2:13][CH:14]([C:16]2[CH:21]=[CH:20][C:19]([F:22])=[CH:18][CH:17]=2)[CH3:15])[C:9]=1[O:23][CH3:24]. Procedure: Example 8a (85 mg, 0.17 mmol) was reacted with 1,2,4-triazole (2.5 eq.) and CsCO3 (1.94 eq.) as described under General Procedure L and the crude mixture was purified by flash chromatography (silica gel, Et2O) to afford the title compound as a pale yellow oil (58 mg, 72%). 1H NMR (300 MHz, CDCl3) δ 8.12 (s, 1H), 7.95 (s, 1H), 7.17 (m, 2H), 7.01-6.95 (m, 2H), 4.39-4.36 (m, 4H), 3.83-3.78 (m, 5H), 2.91 (m, 1H), 2.32 (s, 3H), 2.16 (s, 3H), 1.94-1.89 (m, 2H), 1.27 (d, J=6.9 Hz, 3H). MS (ES+) m/z 476...